Dataset: the Open Reaction Database (ORD), a public repository of structured organic reaction records. Task: describe an organic reaction: reactants, conditions, products, and yield The reactants are COC1=CC=CC2=C1C(=CO2)COC2=C1C=C(NC1=CC=C2)C(=O)O (4-(4-methoxy-benzofuran-3-ylmethoxy)-1H-indole-2-carboxylic acid), NC1CCC(CC1)(O)CCN1C[C@@H]([C@H](CC1)O)C ((3S,4S)-1-[2-(4-Amino-1-hydroxy-cyclohexyl)-ethyl]-3-methyl-piperidin-4-ol). The product is OC1(CCC(CC1)NC(=O)C=1NC2=CC=CC(=C2C1)OCC1=COC2=C1C(=CC=C2)OC)CCN2C[C@@H]([C@H](CC2)O)C (4-(4-Methoxy-benzofuran-3-ylmethoxy)-1H-indole-2-carboxylic acid {4-hydroxy-4-[2-((3S,4S)-4-hydroxy-3-methyl-piperidin-1-yl)-ethyl]-cyclohexyl}-amide). RXN SMILES: [CH3:1][O:2][C:3]1[C:8]2[C:9]([CH2:12][O:13][C:14]3[CH:22]=[CH:21][CH:20]=[C:19]4[C:15]=3[CH:16]=[C:17]([C:23]([OH:25])=O)[NH:18]4)=[CH:10][O:11][C:7]=2[CH:6]=[CH:5][CH:4]=1.[NH2:26][CH:27]1[CH2:32][CH2:31][C:30]([CH2:34][CH2:35][N:36]2[CH2:41][CH2:40][C@H:39]([OH:42])[C@@H:38]([CH3:43])[CH2:37]2)([OH:33])[CH2:29][CH2:28]1>>[OH:33][C:30]1([CH2:34][CH2:35][N:36]2[CH2:41][CH2:40][C@H:39]([OH:42])[C@@H:38]([CH3:43])[CH2:37]2)[CH2:31][CH2:32][CH:27]([NH:26][C:23]([C:17]2[NH:18][C:19]3[C:15]([CH:16]=2)=[C:14]([O:13][CH2:12][C:9]2[C:8]4[C:3]([O:2][CH3:1])=[CH:4][CH:5]=[CH:6][C:7]=4[O:11][CH:10]=2)[CH:22]=[CH:21][CH:20]=3)=[O:25])[CH2:28][CH2:29]1. Procedure details: This compound is synthesized analogously to example 1 from 4-(4-methoxy-benzofuran-3-ylmethoxy)-1H-indole-2-carboxylic acid (synthesis described in WO2005077932A2, cmpd 122) and amine 14.